Task: describe an organic reaction: reactants, conditions, products, and yield. Dataset: the Open Reaction Database (ORD), a public repository of structured organic reaction records Reactants: ClC=1N=C(N=NC1N)C1=C(C(=CC=C1)[N+](=O)[O-])C (5-chloro-3-(2-methyl-3-nitrophenyl)-1,2,4-triazin-6-amine), NC1=CC=C(C=C1)C(=O)N1CCOCC1 ((4-aminophenyl)(morpholino)methanone), C(C)(C)N(C(C)C)CC (N,N-diisopropylethylamine). Solvent: O1CCOCC1 (1,4-dioxane). Product: NC1=C(N=C(N=N1)C1=C(C(=CC=C1)[N+](=O)[O-])C)NC1=CC=C(C=C1)C(=O)N1CCOCC1 ((4-(6-amino-3-(2-methyl-3-nitrophenyl)-1,2,4-triazin-5-ylamino)phenyl)(morpholino)methanone). Isolated yield 33.9%. Reaction SMILES: Cl[C:2]1[N:3]=[C:4]([C:9]2[CH:14]=[CH:13][CH:12]=[C:11]([N+:15]([O-:17])=[O:16])[C:10]=2[CH3:18])[N:5]=[N:6][C:7]=1[NH2:8].[NH2:19][C:20]1[CH:25]=[CH:24][C:23]([C:26]([N:28]2[CH2:33][CH2:32][O:31][CH2:30][CH2:29]2)=[O:27])=[CH:22][CH:21]=1.C(N(CC)C(C)C)(C)C>O1CCOCC1>[NH2:8][C:7]1[N:6]=[N:5][C:4]([C:9]2[CH:14]=[CH:13][CH:12]=[C:11]([N+:15]([O-:17])=[O:16])[C:10]=2[CH3:18])=[N:3][C:2]=1[NH:19][C:20]1[CH:21]=[CH:22][C:23]([C:26]([N:28]2[CH2:29][CH2:30][O:31][CH2:32][CH2:33]2)=[O:27])=[CH:24][CH:25]=1. Procedure details: A mixture of 5-chloro-3-(2-methyl-3-nitrophenyl)-1,2,4-triazin-6-amine (1.05 g, 3.95 mmol), (4-aminophenyl)(morpholino)methanone (1.630 g, 7.90 mmol), and N,N-diisopropylethylamine (1.243 mL, 7.11 mmol) in 1,4-dioxane (60 mL) was heated at reflux for 2 days. The volatiles were removed under vacuum. To the residue was added water (60 mL). The precipitating material was collected by suction filtration. The filter cake was purified by ISCO (120 g silica gel, solid loading, 3-8% MeOH/CH2Cl2) to prov... The reactants are [BH4-].[Na+] (sodium borohydride), CO (methanol), [Cl-].C(C#CC)N1C(=NC2=C1C(N(N=C2)C)=O)C2=CC=[N+](C=C2)CC2=CC=C(C=C2)OC (4-[1-(2-butynyl)-6-methyl-7-oxo-6,7-dihydro-1H-imidazo[4,5-d]pyridazin-2-yl]-1-(4-methoxybenzyl)pyridinium chloride), Cl (hydrochloric acid). The solvent is O (water). Reaction conditions: time 1 hour. Yields the product C(C#CC)N1C(=NC=2C=NN(C(C21)=O)C)C=2CCN(CC2)CC2=CC=C(C=C2)OC (3-(2-Butynyl)-2-[1-(4-methoxybenzyl)-1,2,3,6-tetrahydropyridin-4-yl]-5-methyl-3,5-dihydroimidazo[4,5-d]pyridazin-4-one). The yield is 59.4%. As a reaction SMILES: [BH4-].[Na+].CO.[Cl-].[CH2:6]([N:10]1[C:14]2[C:15](=[O:20])[N:16]([CH3:19])[N:17]=[CH:18][C:13]=2[N:12]=[C:11]1[C:21]1[CH:26]=[CH:25][N+:24]([CH2:27][C:28]2[CH:33]=[CH:32][C:31]([O:34][CH3:35])=[CH:30][CH:29]=2)=[CH:23][CH:22]=1)[C:7]#[C:8][CH3:9].Cl>O>[CH2:6]([N:10]1[C:14]2[C:15](=[O:20])[N:16]([CH3:19])[N:17]=[CH:18][C:13]=2[N:12]=[C:11]1[C:21]1[CH2:26][CH2:25][N:24]([CH2:27][C:28]2[CH:33]=[CH:32][C:31]([O:34][CH3:35])=[CH:30][CH:29]=2)[CH2:23][CH:22]=1)[C:7]#[C:8][CH3:9] |f:0.1,3.4|. Procedure: 0.020 g of sodium borohydride was added to a 5 ml methanol solution of 0.060 g of 4-[1-(2-butynyl)-6-methyl-7-oxo-6,7-dihydro-1H-imidazo[4,5-d]pyridazin-2-yl]-1-(4-methoxybenzyl)pyridinium chloride, and the mixture was stirred for one hour. 15 ml of water and 0.1 ml of 5N hydrochloric acid were added to the solution to quench the reducing agent. Then, the solution was made alkaline with 1 ml of 5N sodium hydroxide, and extracted with 30 ml of ethyl acetate. The organic layer was dried over magne... Starting materials: CCOP(=O)(CNC(=O)c1c2c(c(OC(c3ccccc3)c3ccccc3)c3ncccc13)C(=O)N(Cc1ccc(F)cc1)C2)OCC, ClCCl, O=C(O)C(F)(F)F. The product is CCOP(=O)(CNC(=O)c1c2c(c(O)c3ncccc13)C(=O)N(Cc1ccc(F)cc1)C2)OCC. Reaction SMILES: [CH2:1]([CH3:2])[O:3][P:4]([O:5][CH2:6][CH3:7])(=[O:8])[CH2:9][NH:10][C:11](=[O:12])[c:13]1[c:14]2[cH:15][cH:16][cH:17][n:18][c:19]2[c:20]([O:35][CH:36]([c:37]2[cH:38][cH:39][cH:40][cH:41][cH:42]2)[c:43]2[cH:44][cH:45][cH:46][cH:47][cH:48]2)[c:21]2[c:22]1[CH2:23][N:24]([CH2:27][c:28]1[cH:29][cH:30][c:31]([F:34])[cH:32][cH:33]1)[C:25]2=[O:26].[Cl:56][CH2:57][Cl:58].[F:49][C:50]([F:51])([F:52])[C:53]([OH:54])=[O:55]>>[CH2:1]([CH3:2])[O:3][P:4]([O:5][CH2:6][CH3:7])(=[O:8])[CH2:9][NH:10][C:11](=[O:12])[c:13]1[c:14]2[cH:15][cH:16][cH:17][n:18][c:19]2[c:20]([OH:35])[c:21]2[c:22]1[CH2:23][N:24]([CH2:27][c:28]1[cH:29][cH:30][c:31]([F:34])[cH:32][cH:33]1)[C:25]2=[O:26].